From a dataset of the Open Reaction Database (ORD), a public repository of structured organic reaction records. describe an organic reaction: reactants, conditions, products, and yield Starting materials: Br, CCOC(C)=O, O=C(Cl)Oc1ccccc1, ClCCl, Nc1ncc(CCN2C(=O)c3ccccc3C2=O)s1. The product is O=C(Nc1ncc(CCN2C(=O)c3ccccc3C2=O)s1)Oc1ccccc1. Reaction SMILES: [BrH:1].[CH3:34][CH2:35][O:36][C:37]([CH3:38])=[O:39].[Cl:21][C:22](=[O:23])[O:24][c:25]1[cH:26][cH:27][cH:28][cH:29][cH:30]1.[Cl:31][CH2:32][Cl:33].[NH2:2][c:3]1[s:4][c:5]([CH2:8][CH2:9][N:10]2[C:11](=[O:20])[c:12]3[cH:13][cH:14][cH:15][cH:16][c:17]3[C:18]2=[O:19])[cH:6][n:7]1>>[NH:2]([c:3]1[s:4][c:5]([CH2:8][CH2:9][N:10]2[C:11](=[O:20])[c:12]3[cH:13][cH:14][cH:15][cH:16][c:17]3[C:18]2=[O:19])[cH:6][n:7]1)[C:22](=[O:23])[O:24][c:25]1[cH:26][cH:27][cH:28][cH:29][cH:30]1. Reactants: O=[N+]([O-])c1ccc(Br)nc1, O=C([O-])[O-], CCOC(C)=O, Cl, [K+], [K+], CN(C)C=O, OC1CNC1. The product is O=[N+]([O-])c1ccc(N2CC(O)C2)nc1. RXN SMILES: [Br:1][c:2]1[n:3][cH:4][c:5]([N+:8](=[O:9])[O-:10])[cH:6][cH:7]1.[C:17](=[O:18])([O-:19])[O-:20].[CH3:28][CH2:29][O:30][C:31]([CH3:32])=[O:33].[ClH:11].[K+:21].[K+:22].[O:23]=[CH:24][N:25]([CH3:26])[CH3:27].[OH:12][CH:13]1[CH2:14][NH:15][CH2:16]1>>[c:2]1([N:15]2[CH2:14][CH:13]([OH:12])[CH2:16]2)[n:3][cH:4][c:5]([N+:8](=[O:9])[O-:10])[cH:6][cH:7]1. The reactants are CC(C)(C(=O)O)C(=O)NC1C(=O)N(CCOCc2ccccc2)c2ccccc2-c2ccccc21, NCC(F)(F)C(F)(F)F. The product is CC(C)(C(=O)NCC(F)(F)C(F)(F)F)C(=O)NC1C(=O)N(CCOCc2ccccc2)c2ccccc2-c2ccccc21. Reaction SMILES: [CH2:1]([c:2]1[cH:3][cH:4][cH:5][cH:6][cH:7]1)[O:8][CH2:9][CH2:10][N:11]1[c:12]2[c:13]([cH:32][cH:33][cH:34][cH:35]2)-[c:14]2[c:15]([cH:28][cH:29][cH:30][cH:31]2)[CH:16]([NH:19][C:20]([C:21]([C:22](=[O:23])[OH:24])([CH3:25])[CH3:26])=[O:27])[C:17]1=[O:18].[F:36][C:37]([CH2:38][NH2:39])([C:40]([F:41])([F:42])[F:43])[F:44]>>[CH2:1]([c:2]1[cH:3][cH:4][cH:5][cH:6][cH:7]1)[O:8][CH2:9][CH2:10][N:11]1[c:12]2[c:13]([cH:32][cH:33][cH:34][cH:35]2)-[c:14]2[c:15]([cH:28][cH:29][cH:30][cH:31]2)[CH:16]([NH:19][C:20]([C:21]([C:22](=[O:23])[NH:39][CH2:38][C:37]([F:36])([C:40]([F:41])([F:42])[F:43])[F:44])([CH3:25])[CH3:26])=[O:27])[C:17]1=[O:18]. Reactants: BrCCCCOC1=CC=C(C(=O)C2=C(OC3=C2C=CC=C3)C3=CC=CC=C3)C=C1 (3-[4-(4-Bromobutoxy)benzoyl]-2-phenylbenzofuran), C(C)NCC (diethylamine). Run in C(C)O (ethanol). Yields the product C(C)N(CCCCOC1=CC=C(C(=O)C2=C(OC3=C2C=CC=C3)C3=CC=CC=C3)C=C1)CC (3-[4-(4-Diethylaminobutoxy)benzoyl]-2-phenylbenzofuran). As a reaction SMILES: Br[CH2:2][CH2:3][CH2:4][CH2:5][O:6][C:7]1[CH:29]=[CH:28][C:10]([C:11]([C:13]2[C:17]3[CH:18]=[CH:19][CH:20]=[CH:21][C:16]=3[O:15][C:14]=2[C:22]2[CH:27]=[CH:26][CH:25]=[CH:24][CH:23]=2)=[O:12])=[CH:9][CH:8]=1.[CH2:30]([NH:32][CH2:33][CH3:34])[CH3:31]>C(O)C>[CH2:30]([N:32]([CH2:33][CH3:34])[CH2:2][CH2:3][CH2:4][CH2:5][O:6][C:7]1[CH:29]=[CH:28][C:10]([C:11]([C:13]2[C:17]3[CH:18]=[CH:19][CH:20]=[CH:21][C:16]=3[O:15][C:14]=2[C:22]2[CH:27]=[CH:26][CH:25]=[CH:24][CH:23]=2)=[O:12])=[CH:9][CH:8]=1)[CH3:31]. Procedure details: 3-[4-(4-Bromobutoxy)benzoyl]-2-phenylbenzofuran (13.0 g., 0.029 mol.) is dissolved in 75 ml. of ethanol containing 8 ml. of diethylamine and refluxed for 24 hours. The solvent is removed under reduced pressure and the residue is dissolved in ether. The ethereal solution is extracted with 5% aqueous sodium hydroxide, water and saturated aqueous sodium chloride solution, dried (MgSO4) and concentrated to give the title compound. Starting materials: Cl.C(C)OC(=O)C1(CCCCC1)N (1-aminocyclohexanecarboxylic acid ethyl ester hydrochloride), Cl.C(CC)N1CCN(CC1)C1=CC=C(C(=O)O)C=C1 (4-(4-propylpiperazin-1-yl)benzoic acid hydrochloride). Yields the product C(C)OC(=O)C1(CCCCC1)NC(=O)C1=CC=C(C=C1)N1CCN(CC1)CCC (1-[[[4-(4-Propylpiperazin-1-yl)phenyl]carbonyl]amino]cyclohexanecarboxylic acid ethyl ester). The yield is 64.7%. Reaction SMILES: Cl.[CH2:2]([O:4][C:5]([C:7]1([NH2:13])[CH2:12][CH2:11][CH2:10][CH2:9][CH2:8]1)=[O:6])[CH3:3].Cl.[CH2:15]([N:18]1[CH2:23][CH2:22][N:21]([C:24]2[CH:32]=[CH:31][C:27]([C:28](O)=[O:29])=[CH:26][CH:25]=2)[CH2:20][CH2:19]1)[CH2:16][CH3:17]>>[CH2:2]([O:4][C:5]([C:7]1([NH:13][C:28]([C:27]2[CH:26]=[CH:25][C:24]([N:21]3[CH2:20][CH2:19][N:18]([CH2:15][CH2:16][CH3:17])[CH2:23][CH2:22]3)=[CH:32][CH:31]=2)=[O:29])[CH2:12][CH2:11][CH2:10][CH2:9][CH2:8]1)=[O:6])[CH3:3] |f:0.1,2.3|. Procedure details: 741 mg (3.57 mmol) of 1-aminocyclohexanecarboxylic acid ethyl ester hydrochloride was used instead of 1-aminocyclohexanecarboxylic acid methyl ester hydrochloride, and 1.00 g (3.57 mmol) of 4-(4-propylpiperazin-1-yl)benzoic acid hydrochloride was used instead of 3-furancarboxylic acid in the process according to Reference Example 15 to obtain 928 mg (65%) of the title compound. Reactants: OC1=CC(=C2[C@@]3(CC[C@H]4C(CCC[C@@]4([C@H]3CS(C2=C1)(=O)=O)C)(C)C)C)C(=O)NCC(=O)OC (methyl 2-{[(1R,10R,11S,16S)-5-hydroxy-1,11,15,15-tetramethyl-8,8-dioxo-8λ6-thiatetracyclo[8.8.0.02,7.011,16]octadeca-2,4,6-trien-3-yl]formamido}acetate), O[Li].O (LiOH.H2O). The solvent is CO (MeOH), O (water). Reaction conditions: time 18 hour. The product is OC1=CC(=C2[C@@]3(CC[C@H]4C(CCC[C@@]4([C@H]3CS(C2=C1)(=O)=O)C)(C)C)C)C(=O)NCC(=O)O (2-{[(1R,10R,11S,16S)-5-hydroxy-1,11,15,15-tetramethyl-8,8-dioxo-8λ6-thiatetracyclo[8.8.0.02,7.011,16]octadeca-2,4,6-trien-3-yl]formamido}acetic acid). Yield: 71.9%. Reaction SMILES: [OH:1][C:2]1[CH:19]=[C:18]2[C:5]([C@@:6]3([CH3:25])[C@H:15]([CH2:16][S:17]2(=[O:21])=[O:20])[C@:14]2([CH3:22])[C@H:9]([C:10]([CH3:24])([CH3:23])[CH2:11][CH2:12][CH2:13]2)[CH2:8][CH2:7]3)=[C:4]([C:26]([NH:28][CH2:29][C:30]([O:32]C)=[O:31])=[O:27])[CH:3]=1.O[Li].O>CO.O>[OH:1][C:2]1[CH:19]=[C:18]2[C:5]([C@@:6]3([CH3:25])[C@H:15]([CH2:16][S:17]2(=[O:21])=[O:20])[C@:14]2([CH3:22])[C@H:9]([C:10]([CH3:23])([CH3:24])[CH2:11][CH2:12][CH2:13]2)[CH2:8][CH2:7]3)=[C:4]([C:26]([NH:28][CH2:29][C:30]([OH:32])=[O:31])=[O:27])[CH:3]=1 |f:1.2|. Procedure details: A mixture of methyl 2-{[(1R,10R,11S,16S)-5-hydroxy-1,11,15,15-tetramethyl-8,8-dioxo-8λ6-thiatetracyclo[8.8.0.02,7.011,16]octadeca-2,4,6-trien-3-yl]formamido}acetate (90) (0.13 g, 0.27 mmol) and LiOH.H2O (0.07 g, 2 mmol) in MeOH (10 mL) and water (10 mL) was stirred at room temperature for 18 h. The mixture was concentrated under reduced pressure and the aqueous residue was acidified with 1 M HCl. The resulting solid was collected by filtration to give 2-{[(1R,10R,11S,16S)-5-hydroxy-1,11,15,15-te... Starting materials: NC1=CC=CC=C1 (aniline), CC=1CC2(CCC1C)C(=O)OC2=O (3,4-dimethyl-3-cyclohexene dicarboxylic anhydride), C(C)(C)OC(C)C (isopropyl ether). The product is C1(=CC=CC=C1)NC(=O)C1CC(=C(CC1C(=O)O)C)C (6-(phenyl-aminocarbonyl)-3,4-dimethyl-3-cyclohexene carboxylic acid). Isolated yield 96.0%. Reaction SMILES: [NH2:1][C:2]1[CH:7]=[CH:6][CH:5]=[CH:4][CH:3]=1.[CH3:8][C:9]1[CH2:10][C:11]2([C:19](=[O:20])[O:18]C2=O)[CH2:12][CH2:13][C:14]=1[CH3:15].[CH:21]([O:24]C(C)C)(C)C>>[C:2]1([NH:1][C:21]([CH:12]2[CH:11]([C:19]([OH:18])=[O:20])[CH2:10][C:9]([CH3:8])=[C:14]([CH3:15])[CH2:13]2)=[O:24])[CH:7]=[CH:6][CH:5]=[CH:4][CH:3]=1. Procedure: 0.9 g (0.01 mol) of aniline was reacted with 1.8 g (0.01 mol) of 3,4-dimethyl-3-cyclohexene dicarboxylic anhydride under reflux for 4 hours in isopropyl ether. The reaction mixture was cooled, and the precipitated crystals were filtered off to provide 2.6 g (yield: 96%) of the title compound.